This data is from the Open Reaction Database (ORD), a public repository of structured organic reaction records. The task is: describe an organic reaction: reactants, conditions, products, and yield Starting materials: COCCl, CNC(=O)n1nc(Oc2ncc(C(F)(F)F)cc2Cl)cc1C, [H-], [Na+], CN(C)C=O, O. Product: COCN(C)C(=O)n1nc(Oc2ncc(C(F)(F)F)cc2Cl)cc1C. Reaction SMILES: [CH3:1][O:2][CH2:3][Cl:4].[CH3:7][NH:8][C:9](=[O:10])[n:11]1[n:12][c:13]([O:17][c:18]2[n:19][cH:20][c:21]([C:25]([F:26])([F:27])[F:28])[cH:22][c:23]2[Cl:24])[cH:14][c:15]1[CH3:16].[H-:5].[Na+:6].[O:30]=[CH:31][N:32]([CH3:33])[CH3:34].[OH2:29]>>[CH3:1][O:2][CH2:3][N:8]([CH3:7])[C:9](=[O:10])[n:11]1[n:12][c:13]([O:17][c:18]2[n:19][cH:20][c:21]([C:25]([F:26])([F:27])[F:28])[cH:22][c:23]2[Cl:24])[cH:14][c:15]1[CH3:16]. Reactants: C(C1=CC=CC=C1)N1C2=CC=C(C=C2SC=2C(=C(C=CC12)OC)C=O)OC (10-benzyl-3,7-dimethoxyphenothiazine-4-carbaldehyde), Cl (hydrochloric acid), [BH4-].[Li+] (lithium borohydride), ice water. Solvent: O1CCCC1 (tetrahydrofuran). Run at time 1 hour. Yields the product C(C1=CC=CC=C1)N1C2=CC=C(C=C2SC=2C(=C(C=CC12)OC)CO)OC ((10-benzyl-3,7-dimethoxy-phenothiazin-4-yl)-methanol). As a reaction SMILES: [CH2:1]([N:8]1[C:21]2[CH:20]=[CH:19][C:18]([O:22][CH3:23])=[C:17]([CH:24]=[O:25])[C:16]=2[S:15][C:14]2[C:9]1=[CH:10][CH:11]=[C:12]([O:26][CH3:27])[CH:13]=2)[C:2]1[CH:7]=[CH:6][CH:5]=[CH:4][CH:3]=1.[BH4-].[Li+].Cl>O1CCCC1>[CH2:1]([N:8]1[C:21]2[CH:20]=[CH:19][C:18]([O:22][CH3:23])=[C:17]([CH2:24][OH:25])[C:16]=2[S:15][C:14]2[C:9]1=[CH:10][CH:11]=[C:12]([O:26][CH3:27])[CH:13]=2)[C:2]1[CH:3]=[CH:4][CH:5]=[CH:6][CH:7]=1 |f:1.2|. Procedure: The crude 10-benzyl-3,7-dimethoxyphenothiazine-4-carbaldehyde obtained was dissolved in 150 ml of absolute tetrahydrofuran, whereupon the solution was treated at 0° with 31.5 ml of lithium borohydride solution (1M in tetrahydrofuran). The reaction mixture was brought slowly to room temperature, stirred for 1 hour and then poured into ice-water, and the pH was adjusted to 3-4 with 0.5N hydrochloric acid solution. The mixture was extracted with ethyl acetate. The combined organic phases were washe... The reactants are O=C1CCC(=O)N1Br, ClCCl, CS(=O)(=O)c1ccc(C(CC2CCCC2)C(=O)O)cc1Cl, Nc1cnc(Br)cn1, c1ccc(P(c2ccccc2)c2ccccc2)cc1, c1ccncc1. Yields the product CS(=O)(=O)c1ccc(C(CC2CCCC2)C(=O)Nc2cnc(Br)cn2)cc1Cl. As a reaction SMILES: [Br:20][N:21]1[C:22](=[O:23])[CH2:24][CH2:25][C:26]1=[O:27].[CH2:63]([Cl:64])[Cl:65].[Cl:28][c:29]1[cH:30][c:31]([CH:39]([C:40](=[O:41])[OH:42])[CH2:43][CH:44]2[CH2:45][CH2:46][CH2:47][CH2:48]2)[cH:32][cH:33][c:34]1[S:35](=[O:36])(=[O:37])[CH3:38].[NH2:49][c:50]1[n:51][cH:52][c:53]([Br:56])[n:54][cH:55]1.[c:1]1([P:2]([c:3]2[cH:4][cH:5][cH:6][cH:7][cH:8]2)[c:9]2[cH:10][cH:11][cH:12][cH:13][cH:14]2)[cH:15][cH:16][cH:17][cH:18][cH:19]1.[cH:57]1[cH:58][cH:59][n:60][cH:61][cH:62]1>>[Cl:28][c:29]1[cH:30][c:31]([CH:39]([C:40](=[O:42])[NH:49][c:50]2[n:51][cH:52][c:53]([Br:56])[n:54][cH:55]2)[CH2:43][CH:44]2[CH2:45][CH2:46][CH2:47][CH2:48]2)[cH:32][cH:33][c:34]1[S:35](=[O:36])(=[O:37])[CH3:38]. Reactants: intermediate A, [H-].[Na+] (sodium hydride), C(C)(C)(C(C)C)[Si](C)(C)Cl (thexyl dimethyl silyl chloride), BrC1=CC=C(C=C1)CC(=O)O (4-Bromophenylacetic acid), alcohol. Yields the product BrC1=CC=C(C=C1)CCO[Si](C(C(C)C)(C)C)(C)C (1-Bromo-4-[2-[[dimethyl(1,1,2-trimethylpropyl)silyl]oxy]-ethyl]benzene). As a reaction SMILES: [Br:1][C:2]1[CH:7]=[CH:6][C:5]([CH2:8][C:9]([OH:11])=O)=[CH:4][CH:3]=1.[H-].[Na+].[C:14]([Si:20](Cl)([CH3:22])[CH3:21])([CH:17]([CH3:19])[CH3:18])([CH3:16])[CH3:15]>>[Br:1][C:2]1[CH:3]=[CH:4][C:5]([CH2:8][CH2:9][O:11][Si:20]([CH3:22])([CH3:21])[C:14]([CH3:16])([CH3:15])[CH:17]([CH3:19])[CH3:18])=[CH:6][CH:7]=1 |f:1.2|. Reported procedure: This intermediate (hereinafter "intermediate A") was prepared in two steps. 4-Bromophenylacetic acid underwent diborane (B2H6) reduction. A solution of the resulting alcohol then underwent silylation with sodium hydride (NaH) and thexyl dimethyl silyl chloride. Reactants: ClC(=O)OCC(C)C (Isobutyl chloroformate), ice, C(C)N(CC#CC(=O)O)CC (4-diethylamino-2-butynoic acid), CN1CCOCC1 (N-methylmorpholine), N#N (N2), NC=1C=C2C(=C(C=NC2=CC1)C#N)NC1=CC(=CC=C1)Br (6-amino-4-[(3-bromophenyl)amino]-3-quinolinecarbonitrile). The solvent is N1=CC=CC=C1 (pyridine). Reaction conditions: time 30 minute. Yields the product BrC=1C=C(C=CC1)NC1=C(C=NC2=CC=C(C=C12)NC(C#CCN(CC)CC)=O)C#N (N-[4-[(3-Bromophenyl)amino]-3-cyano-6-quinolinyl]-4diethylamino-2-butynamide). The yield is 28.6%. Reaction SMILES: ClC(OCC(C)C)=O.[CH2:9]([N:11]([CH2:18][CH3:19])[CH2:12][C:13]#[C:14][C:15]([OH:17])=O)[CH3:10].CN1CCOCC1.N#N.[NH2:29][C:30]1[CH:31]=[C:32]2[C:37](=[CH:38][CH:39]=1)[N:36]=[CH:35][C:34]([C:40]#[N:41])=[C:33]2[NH:42][C:43]1[CH:48]=[CH:47][CH:46]=[C:45]([Br:49])[CH:44]=1>N1C=CC=CC=1>[Br:49][C:45]1[CH:44]=[C:43]([NH:42][C:33]2[C:32]3[C:37](=[CH:38][CH:39]=[C:30]([NH:29][C:15](=[O:17])[C:14]#[C:13][CH2:12][N:11]([CH2:9][CH3:10])[CH2:18][CH3:19])[CH:31]=3)[N:36]=[CH:35][C:34]=2[C:40]#[N:41])[CH:48]=[CH:47][CH:46]=1. Procedure: Isobutyl chloroformate (0.261 g, 1.91 mmol) was dropwise added into an ice cold solution of 4-diethylamino-2-butynoic acid (0.456 g, 2.94 mmol) and N-methylmorpholine (0.294 g, 2.94 mmol) in 50 mL of tetrahydrofuan under N2. After stirring for 30 min, a solution of 0.5 g (1.47 mmol) of 6-amino-4-[(3-bromophenyl)amino]-3-quinolinecarbonitrile in 3 mL of pyridine was added dropwise and the mixture was stirred at 0° C. for 2 hr. The reaction was quenched with ice water, poured into saturated sodium... Reactants: N1C(CCCC1)CCN1CCC2=C(CC1=O)C=C(C(=C2)OC)OC (3-[2-(piperid-2-yl)-ethyl]-7,8-dimethoxy-2-oxo-1,3,4,5-tetrahydro-2H-3-benzazepine), ClCC1=C(C=CC2=CC=CC=C12)C (1-chloromethyl-2-methyl-naphthalene). Yields the product Cl.CC1=C(C2=CC=CC=C2C=C1)CN1C(CCCC1)CCN1CCC2=C(CC1=O)C=C(C(=C2)OC)OC (3-[2-(N-((2-Methyl-naphth-1-yl)-methyl)-piperid-2-yl)-ethyl]-7,8-dimethoxy-2-oxo-1,3,4,5-tetrahydro-2H-3-benzazepine-hydrochloride). Reaction SMILES: [NH:1]1[CH2:6][CH2:5][CH2:4][CH2:3][CH:2]1[CH2:7][CH2:8][N:9]1[C:15](=[O:16])[CH2:14][C:13]2[CH:17]=[C:18]([O:23][CH3:24])[C:19]([O:21][CH3:22])=[CH:20][C:12]=2[CH2:11][CH2:10]1.[Cl:25][CH2:26][C:27]1[C:36]2[C:31](=[CH:32][CH:33]=[CH:34][CH:35]=2)[CH:30]=[CH:29][C:28]=1[CH3:37]>>[ClH:25].[CH3:37][C:28]1[CH:29]=[CH:30][C:31]2[C:36](=[CH:35][CH:34]=[CH:33][CH:32]=2)[C:27]=1[CH2:26][N:1]1[CH2:6][CH2:5][CH2:4][CH2:3][CH:2]1[CH2:7][CH2:8][N:9]1[C:15](=[O:16])[CH2:14][C:13]2[CH:17]=[C:18]([O:23][CH3:24])[C:19]([O:21][CH3:22])=[CH:20][C:12]=2[CH2:11][CH2:10]1 |f:2.3|. Procedure details: Prepared from 3-[2-(piperid-2-yl)-ethyl]-7,8-dimethoxy-2-oxo-1,3,4,5-tetrahydro-2H-3-benzazepine and 1-chloromethyl-2-methyl-naphthalene analogously to Example 1.